The task is: describe an organic reaction: reactants, conditions, products, and yield. This data is from the Open Reaction Database (ORD), a public repository of structured organic reaction records. The reactants are COC1=CC=C(CN)C=C1 (4-methoxybenzylamine), C(C)(C)N(CC)C(C)C (diisopropylethylamine), [I-].[Na+] (sodium iodide), BrCCCNC1=CC(C2=C(N=C(S2)C)C1=O)=O (5-[(3-bromopropyl)amino]-2-methyl-1,3-benzothiazole-4,7-dione). The solvent is CN(C=O)C (dimethylformamide). Run at temperature 180 celsius, time 5 minute. Product: COC1=CC=C(CNCCCNC2=CC(C3=C(N=C(S3)C)C2=O)=O)C=C1 (5-({3-[(4-methoxybenzyl)amino]propyl}amino)-2-methyl-1,3-benzothiazole-4,7-dione). Reaction SMILES: [CH3:1][O:2][C:3]1[CH:10]=[CH:9][C:6]([CH2:7][NH2:8])=[CH:5][CH:4]=1.C(N(C(C)C)CC)(C)C.[I-].[Na+].Br[CH2:23][CH2:24][CH2:25][NH:26][C:27]1[C:36](=[O:37])[C:31]2[N:32]=[C:33]([CH3:35])[S:34][C:30]=2[C:29](=[O:38])[CH:28]=1>CN(C)C=O>[CH3:1][O:2][C:3]1[CH:10]=[CH:9][C:6]([CH2:7][NH:8][CH2:23][CH2:24][CH2:25][NH:26][C:27]2[C:36](=[O:37])[C:31]3[N:32]=[C:33]([CH3:35])[S:34][C:30]=3[C:29](=[O:38])[CH:28]=2)=[CH:5][CH:4]=1 |f:2.3|. Procedure: 160 μl (1.22 mmol; 1.1 equivalent) of 4-methoxybenzylamine, 213 μl (1.22 mmol; 1.1 equivalent) of diisopropylethylamine and a spatula tip's worth of sodium iodide are added to 0.35 g (1.11 mmol) of 5-[(3-bromopropyl)amino]-2-methyl-1,3-benzothiazole-4,7-dione in solution in 15 ml of dimethylformamide. The reaction mixture is maintained under stirring under microwaves for 5 minutes at 180° C. Then the solvent is evaporated off under reduced pressure and the reaction residue is taken up in dichlor... Starting materials: ClC=1C=C(C=O)C=CC1O (3-chloro-4-hydroxybenzaldehyde), [Cl-].O[NH3+] (hydroxyl ammonium chloride). Product: ClC=1C=C(C#N)C=CC1O (3-Chloro-4-hydroxybenzonitrile). RXN SMILES: [Cl:1][C:2]1[CH:3]=[C:4]([CH:7]=[CH:8][C:9]=1[OH:10])[CH:5]=O.[Cl-].O[NH3+:13]>>[Cl:1][C:2]1[CH:3]=[C:4]([CH:7]=[CH:8][C:9]=1[OH:10])[C:5]#[N:13] |f:1.2|. Procedure: The title compound was prepared from 3-chloro-4-hydroxybenzaldehyde and hydroxyl ammonium chloride, using the same method as that described for preparation 70. The title compound was purified by column chromatography on silica gel, eluting with pentane:ethyl acetate, 100:0 to 90:10, to afford the title compound as a white solid in 76% yield.